This data is from the Open Reaction Database (ORD), a public repository of structured organic reaction records. The task is: describe an organic reaction: reactants, conditions, products, and yield Reactants: S(C)(=O)(=O)O.NC1=NC(=NC(=C1)Cl)S (4-Amino-6-chloro-2-mercapto-pyrimidine mesylate salt), ClC(C)C=1N=CC2=CC=CC=C2C1 (3-(1-chloroethyl)-isoquinoline), O (water), [H-].[Na+] (sodium hydride). Run in CN(C=O)C (dimethylformamide), one, CN(C=O)C (dimethylformamide). Reaction conditions: time 1 hour. The product is NC1=NC(=NC(=C1)Cl)SC(C)C=1N=CC2=CC=CC=C2C1 (4-Amino-6-chloro-2-(1-(3-isoquinolyl)ethyl)thio-pyrimidine). The yield is 57.3%. Reaction SMILES: S(O)(=O)(=O)C.[NH2:6][C:7]1[CH:12]=[C:11]([Cl:13])[N:10]=[C:9]([SH:14])[N:8]=1.[H-].[Na+].Cl[CH:18]([C:20]1[N:21]=[CH:22][C:23]2[C:28]([CH:29]=1)=[CH:27][CH:26]=[CH:25][CH:24]=2)[CH3:19].O>CN(C)C=O>[NH2:6][C:7]1[CH:12]=[C:11]([Cl:13])[N:10]=[C:9]([S:14][CH:18]([C:20]2[N:21]=[CH:22][C:23]3[C:28]([CH:29]=2)=[CH:27][CH:26]=[CH:25][CH:24]=3)[CH3:19])[N:8]=1 |f:0.1,2.3|. Procedure details: 4-Amino-6-chloro-2-mercapto-pyrimidine mesylate salt (1.79 g, 6.94 mmole) is dissolved in 12 ml dry dimethylformamide in a 50 ml one neck round bottom flask under nitrogen. The solution is treated with 60% sodium hydride (605 mg, 15.1 mmole) (exotherm) and the mixture is stirred one hour. 3-(1-chloroethyl)-isoquinoline (1.33 g, 6.94 mmole) in 2×3 ml dry dimethylformamide, is added to the reaction and the mixture is stirred 6 hours at room temperature. The reaction mixture is poured into 300 ml w... Reactants: COC=1C=C(C=CC1)O (3-methoxyphenol), C(C)OC(=O)C1CC(C(CC1)=O)OC1=CC(=CC=C1)OC (3-(m-methoxyphenoxy)-4-oxocyclohexanecarboxylic acid ethyl ester), polyphosphoric acid, [OH-].[Na+] (sodium hydroxide), C(C)OC(=O)C1CCC2=C(OC3=C2C=CC(=C3)OC)C1 (7-methoxy-1,2-dihydro-3(4H)-dibenzofurancarboxylic acid ethyl ester), C([O-])([O-])=O.[K+].[K+] (potassium carbonate), C(C)OC(=O)C1CC(C(CC1)=O)Br (3-bromo-4-ketocyclohexanecarboxylic acid ethyl ester), ice water. The solvent is O (water), CN(C=O)C (dimethylformamide), CN(C=O)C (dimethylformamide), C(C)O (ethanol). The product is COC1=CC2=C(C3=C(O2)CC(CC3)C(=O)O)C=C1 (7-methoxy-1,2-dihydro-3(4H)-dibenzofurancarboxylic acid). As a reaction SMILES: COC1C=C(O)C=CC=1.C(=O)([O-])[O-].[K+].[K+].C(OC(C1CCC(=O)C(Br)C1)=O)C.C([O:31][C:32]([CH:34]1[CH2:39][CH2:38][C:37](=O)[CH:36]([O:41][C:42]2[CH:47]=[CH:46][CH:45]=[C:44]([O:48][CH3:49])[CH:43]=2)[CH2:35]1)=[O:33])C.C(OC(C1CC2OC3C=C(OC)C=CC=3C=2CC1)=O)C.[OH-].[Na+]>C(O)C.O.CN(C)C=O>[CH3:49][O:48][C:44]1[CH:45]=[CH:46][C:47]2[C:37]3[CH2:38][CH2:39][CH:34]([C:32]([OH:31])=[O:33])[CH2:35][C:36]=3[O:41][C:42]=2[CH:43]=1 |f:1.2.3,7.8|. Procedure details: A suspension of 6.2 g. of freshly distilled 3-methoxyphenol and 6.9 g. of potassium carbonate in 20 ml. of dimethylformamide was heated at 100° for 15 minutes. To the stirred suspension was added dropwise 12.5 g. of 3-bromo-4-ketocyclohexanecarboxylic acid ethyl ester in 5 ml. of dimethylformamide, and the resulting mixture was stirred at 100° for 30 minutes. After cooling, 150 ml. of water was added, and the reaction mixture was extracted with three 150 ml. portions of ether. The ether layers w... Starting materials: FC1=CC=C(N)C=C1 (4-fluoroaniline), [H-].[Na+] (NaH), ClC1=C(C(=CC=C1)Cl)NC1=NC=2C=C(C3=C(N=C(O3)C)C2N1)C(=O)O (7-[(2,6-dichlorophenyl)amino]-2-methyl-8H-imidazo[4,5-e][1,3]benzoxazole-4-carboxylic acid). The solvent is C1CCOC1 (THF), C1=CC=CC=C1 (benzene), S(=O)(Cl)Cl (thionyl chloride). Run at time 30 minute. The product is ClC1=C(C(=CC=C1)Cl)NC1=NC=2C=C(C3=C(N=C(O3)C)C2N1)C(=O)NC1=CC=C(C=C1)F (7-[(2,6-Dichlorophenyl)amino]-N-(4-fluorophenyl)-2-methyl-8H-imidazo[4,5-e][1,3]benzoxazole-4-carboxamide). The yield is 15.4%. Reaction SMILES: [Cl:1][C:2]1[CH:7]=[CH:6][CH:5]=[C:4]([Cl:8])[C:3]=1[NH:9][C:10]1[NH:22][C:21]2[C:16]3[N:17]=[C:18]([CH3:20])[O:19][C:15]=3[C:14]([C:23](O)=[O:24])=[CH:13][C:12]=2[N:11]=1.[F:26][C:27]1[CH:33]=[CH:32][C:30]([NH2:31])=[CH:29][CH:28]=1.[H-].[Na+]>C1C=CC=CC=1.S(Cl)(Cl)=O.C1COCC1>[Cl:1][C:2]1[CH:7]=[CH:6][CH:5]=[C:4]([Cl:8])[C:3]=1[NH:9][C:10]1[NH:22][C:21]2[C:16]3[N:17]=[C:18]([CH3:20])[O:19][C:15]=3[C:14]([C:23]([NH:31][C:30]3[CH:32]=[CH:33][C:27]([F:26])=[CH:28][CH:29]=3)=[O:24])=[CH:13][C:12]=2[N:11]=1 |f:2.3|. Procedure details: To a solution of 7-[(2,6-dichlorophenyl)amino]-2-methyl-8H-imidazo[4,5-e][1,3]benzoxazole-4-carboxylic acid (Intermediate-55, 0.100 g, 0.276 mmol) in benzene (4 mL), thionyl chloride (5.0 mL) was added at 5-10° C. The reaction mass was refluxed for 3 h. Thionyl chloride was removed under vacuum and stripped out with benzene. The solution of 4-fluoroaniline (0.091 g, 0.828 mmol) in THF (5.0 mL) was added 60% NaH (0.033 g, 0.825 mmol) under N2-atmosphere at 0-5° C. The solution was stirred for 30 ... Starting materials: O=C([O-])O, CCOCC, [Na+], N#C[Na], CC(C)(C)OC(=O)N1CCC(=O)CC1, O. The product is CC(C)(C)OC(=O)N1CC=C(C#N)CC1. As a reaction SMILES: [C:23](=[O:24])([O-:25])[OH:26].[CH3:1][CH2:2][O:3][CH2:4][CH3:5].[Na+:27].[Na:20][C:21]#[N:22].[O:6]=[C:7]1[CH2:8][CH2:9][N:10]([C:13](=[O:14])[O:15][C:16]([CH3:17])([CH3:18])[CH3:19])[CH2:11][CH2:12]1.[OH2:28]>>[C:7]1([C:21]#[N:22])=[CH:8][CH2:9][N:10]([C:13](=[O:14])[O:15][C:16]([CH3:17])([CH3:18])[CH3:19])[CH2:11][CH2:12]1. The reactants are S(=O)(=O)(Cl)Cl (Sulphuryl chloride), Cl.CN1CC(C2=C(CC1)C=CS2)C2=CC=CC=C2 (6-methyl-8-phenyl-5,6,7,8-tetrahydro-4H-thieno[2,3-d]azepine hydrochloride). Product: Cl.ClC1=CC2=C(C(CN(CC2)C)C2=CC=CC=C2)S1 (2-Chloro-6-methyl-8-phenyl-5,6,7,8-tetrahydro-4H-thieno[2,3-d]azepine hydrochloride). As a reaction SMILES: S(Cl)([Cl:4])(=O)=O.[ClH:6].[CH3:7][N:8]1[CH2:14][CH2:13][C:12]2[CH:15]=[CH:16][S:17][C:11]=2[CH:10]([C:18]2[CH:23]=[CH:22][CH:21]=[CH:20][CH:19]=2)[CH2:9]1>>[ClH:4].[Cl:6][C:16]1[S:17][C:11]2[CH:10]([C:18]3[CH:23]=[CH:22][CH:21]=[CH:20][CH:19]=3)[CH2:9][N:8]([CH3:7])[CH2:14][CH2:13][C:12]=2[CH:15]=1 |f:1.2,3.4|. Procedure details: Sulphuryl chloride (0.16 ml) was added to a stirred solution of 6-methyl-8-phenyl-5,6,7,8-tetrahydro-4H-thieno[2,3-d]azepine hydrochloride (0.49 g free base converted to hydrochloride salt with ethanolic hydrogen chloride) at room temperature. After 2 hours the mixture was evaporated and the solid residue recrystallised twice from ethanol (5 ml) to give the title product as white crystals (m.p. 198°). Starting materials: CC(=O)O[BH-](OC(C)=O)OC(C)=O, C=O, ClCCCl, Nc1cc(C2=NOC(c3cc(Cl)cc(Cl)c3)(C(F)(F)F)C2)ccc1C(=O)NCC(F)(F)F, [Na+], O. Yields the product CNc1cc(C2=NOC(c3cc(Cl)cc(Cl)c3)(C(F)(F)F)C2)ccc1C(=O)NCC(F)(F)F. As a reaction SMILES: [C:35]([O:36][BH-:37]([O:38][C:39](=[O:40])[CH3:41])[O:42][C:43](=[O:44])[CH3:45])(=[O:46])[CH3:47].[CH2:33]=[O:34].[Cl:50][CH2:51][CH2:52][Cl:53].[NH2:1][c:2]1[c:3]([C:4](=[O:5])[NH:6][CH2:7][C:8]([F:9])([F:10])[F:11])[cH:12][cH:13][c:14]([C:16]2=[N:17][O:18][C:19]([C:21]([F:22])([F:23])[F:24])([c:25]3[cH:26][c:27]([Cl:32])[cH:28][c:29]([Cl:31])[cH:30]3)[CH2:20]2)[cH:15]1.[Na+:48].[OH2:49]>>[NH:1]([c:2]1[c:3]([C:4](=[O:5])[NH:6][CH2:7][C:8]([F:9])([F:10])[F:11])[cH:12][cH:13][c:14]([C:16]2=[N:17][O:18][C:19]([C:21]([F:22])([F:23])[F:24])([c:25]3[cH:26][c:27]([Cl:32])[cH:28][c:29]([Cl:31])[cH:30]3)[CH2:20]2)[cH:15]1)[CH3:35]. Reactants: C(C)(C)(C)OC(=O)N1[C@@H](CCC1)CSC1=CC=C(C=C1)C(F)(F)F (N-tert-butyloxycarbonyl-(2S)-2-(4-trifluoromethylphenylthiomethyl)-pyrrolidine), C([O-])(O)=O.[Na+] (sodium bicarbonate). The solvent is FC(C(=O)O)(F)F (trifluoroacetic acid). Conditions: time 3.5 hour. Yields the product FC(C1=CC=C(C=C1)SC[C@H]1NCCC1)(F)F ((2S)-2-(4-trifluoromethylphenylthio-methyl)-pyrrolidine). Isolated yield 30.2%. Reaction SMILES: C(OC([N:8]1[CH2:12][CH2:11][CH2:10][C@H:9]1[CH2:13][S:14][C:15]1[CH:20]=[CH:19][C:18]([C:21]([F:24])([F:23])[F:22])=[CH:17][CH:16]=1)=O)(C)(C)C.C(=O)(O)[O-].[Na+]>FC(F)(F)C(O)=O>[F:24][C:21]([F:22])([F:23])[C:18]1[CH:17]=[CH:16][C:15]([S:14][CH2:13][C@@H:9]2[CH2:10][CH2:11][CH2:12][NH:8]2)=[CH:20][CH:19]=1 |f:1.2|. Procedure: A solution of 2.55 g of N-tert-butyloxycarbonyl-(2S)-2-(4-trifluoromethylphenylthiomethyl)-pyrrolidine in 5.64 ml of trifluoroacetic acid is stirred for 1 hour at 0° C. and then for 3.5 hours at room temperature. The reaction mixture is poured onto 10% sodium bicarbonate solution, extracted with ethyl acetate, washed twice with 2M hydrochloric acid, the water phase is extracted with ether, made basic with sodium bicarbonate, extracted three times with ethyl acetate, washed with common salt solut... The reactants are C1=CC(=O)C(=O)C=C1C[C@@H](C(=O)O)N (dopaquinone), N[C@@H](CS)C(=O)O (cysteine), C1=CC(=O)C(=O)C=C1C[C@@H](C(=O)O)N (dopaquinone). Product: C1=C(C=C(C(=C1O)O)SCC(C(=O)O)N)CC(C(=O)O)N (5-S-cysteinyldopa). Reaction SMILES: [CH:1]1[C:8]([CH2:9][C@H:10]([NH2:14])[C:11]([OH:13])=[O:12])=[CH:7][C:5](=[O:6])[C:3](=[O:4])[CH:2]=1.[NH2:15][C@H:16]([C:19]([OH:21])=[O:20])[CH2:17][SH:18]>>[CH:7]1[C:5]([OH:6])=[C:3]([OH:4])[C:2]([S:18][CH2:17][CH:16]([NH2:15])[C:19]([OH:21])=[O:20])=[CH:1][C:8]=1[CH2:9][CH:10]([NH2:14])[C:11]([OH:13])=[O:12]. Procedure details: The other pathway from dopaquinone to melanin involves the addition of cysteine to dopaquinone to produce 5-S-cysteinyldopa, followed by the oxidation of 5-S-cysteinyldopa to 5-S-cysteinyldopaquinone. A ring closure of the 5-S-cysteinyldopaquinone then yields 7-alanyl-5-hydroxy-3-carboxy-2H-1,4-benzothiazine which is subsequently decarboxylated to yield 7-alanyl-5-hydroxy-2H-1,4-benzothiazine. At this point, the 7-alanyl-5-hydroxy-2H-1,4-benzothiazine is converted to melanin and pheomelanin. Tyr...